From a dataset of the Open Reaction Database (ORD), a public repository of structured organic reaction records. describe an organic reaction: reactants, conditions, products, and yield Starting materials: BrC=1SC=CC1 (2-Bromothiophene), CC1=CC=C(C=C1)B(O)O (4-methylphenylboronic acid). Yields the product CC1=CC=C(C=C1)C=1SC=CC1 (2-(4-Methylphenyl)thiophene). As a reaction SMILES: Br[C:2]1[S:3][CH:4]=[CH:5][CH:6]=1.[CH3:7][C:8]1[CH:13]=[CH:12][C:11](B(O)O)=[CH:10][CH:9]=1>>[CH3:7][C:8]1[CH:13]=[CH:12][C:11]([C:2]2[S:3][CH:4]=[CH:5][CH:6]=2)=[CH:10][CH:9]=1. Procedure: 2-Bromothiophene and 4-methylphenylboronic acid were treated in a manner similar to Reference Example 20-(1) to give the target compound. Reactants: NNC=O, Fc1ccccc1N=C=S, C1CCOC1. Product: O=CNNC(=S)Nc1ccccc1F. Reaction SMILES: [CH:11](=[O:12])[NH:13][NH2:14].[F:1][c:2]1[c:3]([N:8]=[C:9]=[S:10])[cH:4][cH:5][cH:6][cH:7]1.[O:15]1[CH2:16][CH2:17][CH2:18][CH2:19]1>>[F:1][c:2]1[c:3]([NH:8][C:9](=[S:10])[NH:14][NH:13][CH:11]=[O:12])[cH:4][cH:5][cH:6][cH:7]1. The reactants are OC1=C(C(CC(C1)C1=C(C(=C(C=C1C)C)[N+](=O)[O-])C)=O)C(CCC)=O (3-hydroxy-5-(2,4,6-trimethyl-3-nitrophenyl)-2-butyrylcyclohex-2-en-1-one), [OH-].[Na+] (sodium hydroxide), S(=O)([O-])S(=O)[O-].[Na+].[Na+] (Sodium dithionite). Solvent: C(C)O (ethanol). Run at time 1 hour. Yields the product OC1=C(C(CC(C1)C1=C(C(=C(C=C1C)C)N)C)=O)C(CCC)=O (3-hydroxy-5-(3-amino-2,4,6-trimethylphenyl)-2-butyrylcyclohex-2-en-1-one). Yield: 30.4%. RXN SMILES: [OH:1][C:2]1[CH2:7][CH:6]([C:8]2[C:13]([CH3:14])=[CH:12][C:11]([CH3:15])=[C:10]([N+:16]([O-])=O)[C:9]=2[CH3:19])[CH2:5][C:4](=[O:20])[C:3]=1[C:21](=[O:25])[CH2:22][CH2:23][CH3:24].[OH-].[Na+].S(S([O-])=O)([O-])=O.[Na+].[Na+]>C(O)C>[OH:20][C:4]1[CH2:5][CH:6]([C:8]2[C:13]([CH3:14])=[CH:12][C:11]([CH3:15])=[C:10]([NH2:16])[C:9]=2[CH3:19])[CH2:7][C:2](=[O:1])[C:3]=1[C:21](=[O:25])[CH2:22][CH2:23][CH3:24] |f:1.2,3.4.5|. Procedure: A solution of 3-hydroxy-5-(2,4,6-trimethyl-3-nitrophenyl)-2-butyrylcyclohex-2-en-1-one (3.3 g, 0.01 mole) and sodium hydroxide (38 g) in 50% aqueous ethanol (120 ml) was stirred and heated under reflux. Sodium dithionite (9.6 g, 0.05 mole) was added in portions over a period of 30 minutes to the solution and refluxing was continued for 1 hour. The reaction mixture was filtered while still hot and the filtrate was diluted with water (100 ml), neutralized with hydrochloric acid and finally extract... Reactants: C(C)(C)(C)OC(N[C@@H]([C@H](CC1=NC=CC=C1C(NC(C)C)=O)O)CC1=C(C=CC=C1)F)=O ([(1R,2S)-1-(2-Fluoro-benzyl)-2-hydroxy-3-(3-isopropylcarbamoyl-pyridin-2-yl)-propyl]-carbamic acid tert-butyl ester). Solvent: CCCCC (pentane). The product is N[C@@H]([C@H](CC1=C(C(=O)NC(C)C)C=CC=N1)O)CC1=C(C=CC=C1)F (2-[(2S,3R)-3-Amino-4-(2-fluoro-phenyl)-2-hydroxy-butyl]-N-isopropyl-nicotinamide). Reaction SMILES: C(OC(=O)[NH:7][C@H:8]([CH2:24][C:25]1[CH:30]=[CH:29][CH:28]=[CH:27][C:26]=1[F:31])[C@@H:9]([OH:23])[CH2:10][C:11]1[C:16]([C:17](=[O:22])[NH:18][CH:19]([CH3:21])[CH3:20])=[CH:15][CH:14]=[CH:13][N:12]=1)(C)(C)C>CCCCC>[NH2:7][C@H:8]([CH2:24][C:25]1[CH:30]=[CH:29][CH:28]=[CH:27][C:26]=1[F:31])[C@@H:9]([OH:23])[CH2:10][C:11]1[N:12]=[CH:13][CH:14]=[CH:15][C:16]=1[C:17]([NH:18][CH:19]([CH3:20])[CH3:21])=[O:22]. Reported procedure: Using general deprotection procedure 5 with [(1R,2S)-1-(2-Fluoro-benzyl)-2-hydroxy-3-(3-isopropylcarbamoyl-pyridin-2-yl)-propyl]-carbamic acid tert-butyl ester (0.16 g, 0.34 mmol) followed by trituration with pentane gives the title compound. Starting materials: NC(C1=CC(=C(C(=O)OC)C=C1)F)=NO (methyl 4-[amino(hydroxyimino)methyl]-2-fluorobenzoate), CN(C1=C(C=C(C(=O)O)C=C1)[N+](=O)[O-])C (4-(dimethylamino)-3-nitrobenzoic acid). Solvent: CO (MeOH). Product: CN(C1=C(C=C(C=C1)C1=NC(=NO1)C1=CC(=C(C(=O)OC)C=C1)F)[N+](=O)[O-])C (methyl 4-{5-[4-(dimethylamino)-3-nitrophenyl]-1,2,4-oxadiazol-3-yl}-2-fluorobenzoate). Reaction SMILES: [NH2:1][C:2](=[N:14][OH:15])[C:3]1[CH:12]=[CH:11][C:6]([C:7]([O:9][CH3:10])=[O:8])=[C:5]([F:13])[CH:4]=1.[CH3:16][N:17]([CH3:30])[C:18]1[CH:26]=[CH:25][C:21]([C:22](O)=O)=[CH:20][C:19]=1[N+:27]([O-:29])=[O:28]>CO>[CH3:30][N:17]([CH3:16])[C:18]1[CH:26]=[CH:25][C:21]([C:22]2[O:15][N:14]=[C:2]([C:3]3[CH:12]=[CH:11][C:6]([C:7]([O:9][CH3:10])=[O:8])=[C:5]([F:13])[CH:4]=3)[N:1]=2)=[CH:20][C:19]=1[N+:27]([O-:29])=[O:28]. Procedure: The title compound was obtained following procedure described for example 4, step 1, but starting from Intermediate 1 (300 mg; 1.41 mmol) and Intermediate 35 (326.90 mg; 1.56 mmol). Title compound was isolated after trituration with MeOH as a brown powder. 1H NMR (DMSO-d6, 300 MHz) δ 8.50 (d, J=2.1 Hz, 1H), 8.16 (dd, J=9.1, 2.2 Hz, 1H), 8.09 (d, J=7.2 Hz, 1H), 8.03 (dd, J=8.2, 1.5 Hz, 1H), 7.98-7.94 (m, 1H), 7.38 (d, J=9 Hz, 1H), 3.90 (s, 3H), 2.99 (s, 6H). LC/MS (Method B): 387.2 (M+H)+. HPLC (... Starting materials: COC(=O)COCCCCBr, CN(C)C=O, [H-], [Na+], CNc1cnc(-c2ccccc2)c(-c2ccccc2)n1. Yields the product COC(=O)COCCCCN(C)c1cnc(-c2ccccc2)c(-c2ccccc2)n1. As a reaction SMILES: [CH3:23][O:24][C:25]([CH2:26][O:27][CH2:28][CH2:29][CH2:30][CH2:31][Br:32])=[O:33].[CH3:34][N:35]([CH3:36])[CH:37]=[O:38].[H-:21].[Na+:22].[c:1]1(-[c:7]2[n:8][cH:9][c:10]([NH:19][CH3:20])[n:11][c:12]2-[c:13]2[cH:14][cH:15][cH:16][cH:17][cH:18]2)[cH:2][cH:3][cH:4][cH:5][cH:6]1>>[c:1]1(-[c:7]2[n:8][cH:9][c:10]([N:19]([CH3:20])[CH2:31][CH2:30][CH2:29][CH2:28][O:27][CH2:26][C:25]([O:24][CH3:23])=[O:33])[n:11][c:12]2-[c:13]2[cH:14][cH:15][cH:16][cH:17][cH:18]2)[cH:2][cH:3][cH:4][cH:5][cH:6]1. Starting materials: OC1=CC=C(C=C1)/C(=C(/C=1C=C2C=NN(C2=CC1)C1OCCCC1)\C1=CC=C(C=C1)/C=C/C(=O)OCC)/CC ((E)-ethyl 3-(4-((E)-2-(4-hydroxyphenyl)-1-(1-(tetrahydro-2H-pyran-2-yl)-1H-indazol-5-yl)but-1-en-1-yl)phenyl)acrylate), COCCO (2-methoxyethanol), diisopropyl azidocarboxylate, C1(=CC=CC=C1)P(C1=CC=CC=C1)C1=CC=CC=C1 (triphenylphosphine). The solvent is C1CCOC1 (THF). Reaction conditions: time 8 hour. Product: COCCOC1=CC=C(C=C1)/C(=C(/C=1C=C2C=NN(C2=CC1)C1OCCCC1)\C1=CC=C(C=C1)/C=C/C(=O)OCC)/CC ((E)-Ethyl 3-(4-((E)-2-(4-(2-methoxyethoxy)phenyl)-1-(1-(tetrahydro-2H-pyran-2-yl)-1H-indazol-5-yl)but-1-en-1-yl)phenyl)acrylate). Isolated yield 57.0%. Reaction SMILES: [OH:1][C:2]1[CH:7]=[CH:6][C:5](/[C:8](/[CH2:38][CH3:39])=[C:9](\[C:25]2[CH:30]=[CH:29][C:28](/[CH:31]=[CH:32]/[C:33]([O:35][CH2:36][CH3:37])=[O:34])=[CH:27][CH:26]=2)/[C:10]2[CH:11]=[C:12]3[C:16](=[CH:17][CH:18]=2)[N:15]([CH:19]2[CH2:24][CH2:23][CH2:22][CH2:21][O:20]2)[N:14]=[CH:13]3)=[CH:4][CH:3]=1.[CH3:40][O:41][CH2:42][CH2:43]O.C1(P(C2C=CC=CC=2)C2C=CC=CC=2)C=CC=CC=1>C1COCC1>[CH3:40][O:41][CH2:42][CH2:43][O:1][C:2]1[CH:3]=[CH:4][C:5](/[C:8](/[CH2:38][CH3:39])=[C:9](\[C:25]2[CH:26]=[CH:27][C:28](/[CH:31]=[CH:32]/[C:33]([O:35][CH2:36][CH3:37])=[O:34])=[CH:29][CH:30]=2)/[C:10]2[CH:11]=[C:12]3[C:16](=[CH:17][CH:18]=2)[N:15]([CH:19]2[CH2:24][CH2:23][CH2:22][CH2:21][O:20]2)[N:14]=[CH:13]3)=[CH:6][CH:7]=1. Reported procedure: A mixture of (E)-ethyl 3-(4-((E)-2-(4-hydroxyphenyl)-1-(1-(tetrahydro-2H-pyran-2-yl)-1H-indazol-5-yl)but-1-en-1-yl)phenyl)acrylate (222 mg, 0.42 mmol), 2-methoxyethanol (0.1 mL, 1.26 mmol), diisopropyl azidocarboxylate (0.24 mL, 1.26 mmol), and triphenylphosphine (330 mg, 1.26 mmol) in THF (5 mL) was stirred at room temperature overnight. The reaction mixture was absorbed on silica gel and purified by flash chromatography on silica gel eluting with 0 to 50% ethyl acetate/hexanes to afford 139 mg...